Dataset: the Open Reaction Database (ORD), a public repository of structured organic reaction records. Task: describe an organic reaction: reactants, conditions, products, and yield Starting materials: O=[Ce]=O (ceria), C([O-])([O-])=O.[Ce+3].C([O-])([O-])=O.C([O-])([O-])=O.[Ce+3] (cerium carbonate). Solvent: C(C)(=O)O (acetic acid). Yields the product C(C)(=O)[O-].[Ce+3].C(C)(=O)[O-].C(C)(=O)[O-] (cerium acetate). Reaction SMILES: O=[Ce:2]=O.[C:4](=[O:7])([O-])[O-:5].[Ce+3].[C:9](=[O:12])([O-])[O-:10].[C:13](=[O:16])([O-])[O-:14].[Ce+3]>C(O)(=O)C>[C:4]([O-:5])(=[O:7])[CH3:9].[Ce+3:2].[C:9]([O-:10])(=[O:12])[CH3:13].[C:13]([O-:14])(=[O:16])[CH3:4] |f:1.2.3.4.5,7.8.9.10|. Procedure details: High surface area ceria was first prepared following traditional procedures. Five grams of cerium carbonate was slowly mixed with 4.5 ml of glacial acetic acid to produce cerium acetate. The sample was dried in a vacuum over at 100° C., the calcined in air at 425° C. to produce cerium oxide. The ceria was coated with a layer of Al2O3 to act as a template by mixing 2 g of the ceria with 40 ml of a 0.01M Al2O3 sol (diluted from a 20 wt % sol), stirring overnight, then filtering, washing, drying, a...